From a dataset of the Open Reaction Database (ORD), a public repository of structured organic reaction records. describe an organic reaction: reactants, conditions, products, and yield Reactants: [N+](=O)([O-])[O-].[Pb+2].[N+](=O)([O-])[O-] (lead nitrate), CN(C=O)C (dimethyl formamide), hydrated zirconium oxynitrate. Reagents/catalysts: [N+](=O)(O)[O-].[N+](=O)(O)[O-].O=[Zr] (zirconium oxynitrate). Run in O (water). Product: [N+](=O)([O-])[O-].[Pb+2].[N+](=O)([O-])[O-].CN(C=O)C (Lead nitrate dimethyl formamide). Reaction SMILES: [N+:1]([O-:4])([O-:3])=[O:2].[Pb+2:5].[N+:6]([O-:9])([O-:8])=[O:7].[CH3:10][N:11]([CH3:14])[CH:12]=[O:13]>O.[N+]([O-])(O)=O.[N+]([O-])(O)=O.O=[Zr]>[N+:1]([O-:4])([O-:3])=[O:2].[Pb+2:5].[N+:6]([O-:9])([O-:8])=[O:7].[CH3:10][N:11]([CH3:14])[CH:12]=[O:13] |f:0.1.2,5.6.7,8.9.10.11|. Reported procedure: Lead nitrate-dimethyl formamide (DMF) solution was prepared by dissolving 105.3 g of lead nitrate [Pb(NO3)2] in 300 ml of dimethyl formamide. An aqueous zirconium oxynitrate solution was also prepared by dissolving 43.1 g of hydrated zirconium oxynitrate [ZrO(NO3)2 . 2H2O] in 30 ml of water. Reactants: NC(=O)C1=C(SC(=C1)C1=C(C=C(C=C1F)C(C)(C)O)F)NC1=CC=CC(=N1)[C@@]1([C@H](CN(CC1)C(=O)OCC1=CC=CC=C1)O)O (Benzyl (3S,4S)-4-[6-({3-(aminocarbonyl)-5-[2,6-difluoro-4-(1-hydroxy-1-methylethyl)phenyl]-2-thienyl}amino)pyridin-2-yl]-3,4-dihydroxypiperidine-1-carboxylate), [H][H] (hydrogen). Reagents/catalysts: [Pd] (palladium on carbon). Run in CO (methanol). The product is FC1=C(C(=CC(=C1)C(C)(C)O)F)C1=CC(=C(S1)NC1=NC(=CC=C1)[C@@]1([C@H](CNCC1)O)O)C(=O)N (5-[2,6-Difluoro-4-(1-hydroxy-1-methylethyl)phenyl]-2-({6-[(3S,4S)-3,4-dihydroxypiperidin-4-yl]pyridin-2-yl}amino)thiophene-3-carboxamide). RXN SMILES: [NH2:1][C:2]([C:4]1[CH:8]=[C:7]([C:9]2[C:14]([F:15])=[CH:13][C:12]([C:16]([OH:19])([CH3:18])[CH3:17])=[CH:11][C:10]=2[F:20])[S:6][C:5]=1[NH:21][C:22]1[N:27]=[C:26]([C@@:28]2([OH:45])[CH2:33][CH2:32][N:31](C(OCC3C=CC=CC=3)=O)[CH2:30][C@@H:29]2[OH:44])[CH:25]=[CH:24][CH:23]=1)=[O:3].[H][H]>CO.[Pd]>[F:15][C:14]1[CH:13]=[C:12]([C:16]([OH:19])([CH3:18])[CH3:17])[CH:11]=[C:10]([F:20])[C:9]=1[C:7]1[S:6][C:5]([NH:21][C:22]2[CH:23]=[CH:24][CH:25]=[C:26]([C@@:28]3([OH:45])[CH2:33][CH2:32][NH:31][CH2:30][C@@H:29]3[OH:44])[N:27]=2)=[C:4]([C:2]([NH2:1])=[O:3])[CH:8]=1. Procedure details: Benzyl (3S,4S)-4-[6-({3-(aminocarbonyl)-5-[2,6-difluoro-4-(1-hydroxy-1-methylethyl)phenyl]-2-thienyl}amino)pyridin-2-yl]-3,4-dihydroxypiperidine-1-carboxylate (100 mg, 0.16 mmol) was dissolved in methanol (4.6 mL) and subjected to the H-cube hydrogenator machine, where the solution passed through a palladium on carbon cartridge at 0.5 mL/min at a temperature of 35° C. and a hydrogen pressure of 40 PSI. Once complete, the solution was concentrated and the crude residue was purified by reverse pha... The reactants are CCO, CC(=O)NCCc1c[nH]c2ccc([N+](=O)[O-])cc12. Yields the product CC(=O)NCCc1c[nH]c2ccc(N)cc12. Reaction SMILES: [CH3:19][CH2:20][OH:21].[N+:1]([O-:2])(=[O:3])[c:4]1[cH:5][c:6]2[c:7]([CH2:13][CH2:14][NH:15][C:16]([CH3:17])=[O:18])[cH:8][nH:9][c:10]2[cH:11][cH:12]1>>[NH2:1][c:4]1[cH:5][c:6]2[c:7]([CH2:13][CH2:14][NH:15][C:16]([CH3:17])=[O:18])[cH:8][nH:9][c:10]2[cH:11][cH:12]1. Starting materials: C([O-])(O)=O.[Na+] (Sodium bicarbonate), O (Water), Cl (hydrochloric acid), C(C)OC(=C)C1=NC(=NC(=C1)COCC(F)(F)F)NC1=CC(=C(C=C1)C1=CN=NC(=C1)C)OC (4-(1-Ethoxyvinyl)-N-(3-methoxy-4-(6-methylpyridazin-4-yl)phenyl)-6-((2,2,2-trifluoroethoxy)-methyl)pyrimidin-2-amine). Run in [Cl-].[Na+].O (brine), O1CCOCC1 (dioxane). Conditions: temperature 40 celsius, time 10 minute. Product: COC=1C=C(C=CC1C1=CN=NC(=C1)C)NC1=NC(=CC(=N1)C(C)=O)COCC(F)(F)F (1-(2-(3-Methoxy-4-(6-methylpyridazin-4-yl)phenylamino)-6-((2,2,2-trifluoroethoxy)-methyl)pyrimidin-4-yl)ethanone). Isolated yield 95.8%. As a reaction SMILES: C([O:3][C:4]([C:6]1[CH:11]=[C:10]([CH2:12][O:13][CH2:14][C:15]([F:18])([F:17])[F:16])[N:9]=[C:8]([NH:19][C:20]2[CH:25]=[CH:24][C:23]([C:26]3[CH:31]=[C:30]([CH3:32])[N:29]=[N:28][CH:27]=3)=[C:22]([O:33][CH3:34])[CH:21]=2)[N:7]=1)=[CH2:5])C.O.Cl.C(=O)(O)[O-].[Na+]>O1CCOCC1.[Cl-].[Na+].O>[CH3:34][O:33][C:22]1[CH:21]=[C:20]([NH:19][C:8]2[N:7]=[C:6]([C:4](=[O:3])[CH3:5])[CH:11]=[C:10]([CH2:12][O:13][CH2:14][C:15]([F:17])([F:16])[F:18])[N:9]=2)[CH:25]=[CH:24][C:23]=1[C:26]1[CH:31]=[C:30]([CH3:32])[N:29]=[N:28][CH:27]=1 |f:3.4,6.7.8|. Procedure: 4-(1-Ethoxyvinyl)-N-(3-methoxy-4-(6-methylpyridazin-4-yl)phenyl)-6-((2,2,2-trifluoroethoxy)-methyl)pyrimidin-2-amine (65 mg, 0.14 mmol) was dissolved in dioxane (10 mL). Water (0.5 mL) and hydrochloric acid (conc., 0.035 mL, 0.41 mmol) were added. The mixture was heated at 40° C. for 20 min. Sodium bicarbonate (s, 0.5 g) and brine (2 mL) were added and mixture was stirred for 10 min. The mixture was extracted with EtOAC (×2). The organic phase was dried (sodium sulfate) and evaporated to give th...